This data is from the Open Reaction Database (ORD), a public repository of structured organic reaction records. The task is: describe an organic reaction: reactants, conditions, products, and yield Reactants: CS(=O)(=O)C1=C(OC2=CC(=C(C=C2)S(=O)[O-])S(F)(F)(F)(F)F)C=C(C(=C1)C(=O)OC)C.[Na+] (Sodium 4-(2-methanesulfonyl-4-methoxycarbonyl-5-methylphenoxy)-2-pentafluorosulfanylbenzenesulfinate), CN(C)C=O (DMF). Conditions: temperature 45 celsius, time 9 hour. Yields the product CS(=O)(=O)C=1C(=CC(=C(C(=O)OC)C1)C)OC1=CC(=C(C=C1)S(=O)(=O)C)S(F)(F)(F)(F)F (methyl 5-methanesulfonyl-4-(4-methanesulfonyl-3-pentafluorosulfanylphenoxy)-2-methylbenzoate), CS(=O)(=O)C=1C(=CC(=C(C(=O)OC)C1)C)OC1=CC(=C(C=C1)S(=O)OC)S(F)(F)(F)(F)F (methyl 5-methanesulfonyl-4-(4-methoxysulfinyl-3-pentafluorosulfanylphenoxy)-2-methylbenzoate). As a reaction SMILES: [CH3:1][S:2]([C:5]1[CH:26]=[C:25]([C:27]([O:29][CH3:30])=[O:28])[C:24]([CH3:31])=[CH:23][C:6]=1[O:7][C:8]1[CH:13]=[CH:12][C:11]([S:14]([O-:16])=[O:15])=[C:10]([S:17]([F:22])([F:21])([F:20])([F:19])[F:18])[CH:9]=1)(=[O:4])=[O:3].[Na+].[CH3:33]N([CH:36]=[O:37])C>>[CH3:1][S:2]([C:5]1[C:6]([O:7][C:8]2[CH:13]=[CH:12][C:11]([S:14]([CH3:33])(=[O:16])=[O:15])=[C:10]([S:17]([F:19])([F:18])([F:20])([F:21])[F:22])[CH:9]=2)=[CH:23][C:24]([CH3:31])=[C:25]([CH:26]=1)[C:27]([O:29][CH3:30])=[O:28])(=[O:3])=[O:4].[CH3:1][S:2]([C:5]1[C:6]([O:7][C:8]2[CH:13]=[CH:12][C:11]([S:14]([O:37][CH3:36])=[O:15])=[C:10]([S:17]([F:20])([F:22])([F:21])([F:18])[F:19])[CH:9]=2)=[CH:23][C:24]([CH3:31])=[C:25]([CH:26]=1)[C:27]([O:29][CH3:30])=[O:28])(=[O:3])=[O:4] |f:0.1|. Procedure: 3.0 g of sodium 4-(2-methanesulfonyl-4-methoxycarbonyl-5-methyl-phenoxy)-2-pentafluorosulfanylbenzenesulfinate (example 4) were dissolved in 100 ml of anhydrous DMF, 4.0 g of CH31 were added and the mixture was stirred at 45° C. for 9 h. The reaction mixture was subsequently left to stand at RT for 2 days. The solvent was then removed under reduced pressure and the residue taken up with 100 ml of water and 100 ml of EA. 50 ml of a 5% aqueous NaHSO4 solution were then added and the phases were se... The reactants are C(C1=CC=CC=C1)ONC(C[C@@H](CCCC1CCCCC1)C=1OC=C(N1)CNC(C)C)=O ((3R)-N-(benzyloxy)-6-cyclohexyl-3-{4-[(isopropylamino)methyl]-1,3-oxazol-2-yl}hexanamide). Reagents/catalysts: [OH-].[OH-].[Pd+2] (Pd(OH)2), [OH-].[OH-].[Pd+2] (Pd(OH)2). Run in CCO (EtOH). Run at temperature 43 celsius. Product: C1(CCCCC1)CCC[C@H](CC(=O)NO)C=1OC=C(N1)CNC(C)C ((3R)-6-cyclohexyl-N-hydroxy-3-{4-[(isopropylamino)methyl]-1,3-oxazol-2-yl}hexanamide). RXN SMILES: C([O:8][NH:9][C:10](=[O:32])[CH2:11][C@H:12]([C:22]1[O:23][CH:24]=[C:25]([CH2:27][NH:28][CH:29]([CH3:31])[CH3:30])[N:26]=1)[CH2:13][CH2:14][CH2:15][CH:16]1[CH2:21][CH2:20][CH2:19][CH2:18][CH2:17]1)C1C=CC=CC=1>CCO.[OH-].[OH-].[Pd+2]>[CH:16]1([CH2:15][CH2:14][CH2:13][C@@H:12]([C:22]2[O:23][CH:24]=[C:25]([CH2:27][NH:28][CH:29]([CH3:31])[CH3:30])[N:26]=2)[CH2:11][C:10]([NH:9][OH:8])=[O:32])[CH2:17][CH2:18][CH2:19][CH2:20][CH2:21]1 |f:2.3.4|. Reported procedure: A solution of (3R)-N-(benzyloxy)-6-cyclohexyl-3-{4-[(isopropylamino)methyl]-1,3-oxazol-2-yl}hexanamide (preparation 157) (85 mg, 0.20 mmol) in EtOH (5 ml) was treated with HCO2NH4 (63 mg, 1.00 mmol) and Pd(OH)2 (20 mg) and the reaction mixture heated at 43° C. for 18 hours. 2 further portions of HCO2NH4 (30 mg+30 mg) and Pd(OH)2 (10 mg+30 mg) were added over a period of 4 hours. The catalyst was filtered off and washed with EtOH. The solvent was removed under reduced pressure. The crude material... Reactants: CO (MeOH), N (ammonia), COC(=O)[C@H]1NC[C@H](C1)N1C(C2=CC(=C(C=C2C1)OC(C)C)NC1=NC=C(C(=N1)NC1=C(C=CC=C1)S(=O)(=O)C(C)C)Cl)=O ((2S,4S)-4-(6-{5-Chloro-4-[2-(propane-2-sulfonyl)-phenylamino]-pyrimidin-2-ylamino}-5-isopropoxy-1-oxo-1,3-dihydro-isoindol-2-yl)-pyrrolidine-2-carboxylic acid methyl ester). The product is ClC=1C(=NC(=NC1)NC1=C(C=C2CN(C(C2=C1)=O)[C@H]1C[C@H](NC1)C(=O)N)OC(C)C)NC1=C(C=CC=C1)S(=O)(=O)C(C)C ((2S,4S)-4-(6-{5-Chloro-4-[2-(propane-2-sulfonyl)-phenylamino]-pyrimidin-2-ylamino}-5-isopropoxy-1-oxo-1,3-dihydro-isoindol-2-yl)-pyrrolidine-2-carboxylic acid amide). RXN SMILES: C[O:2][C:3]([C@@H:5]1[CH2:9][C@H:8]([N:10]2[CH2:18][C:17]3[C:12](=[CH:13][C:14]([NH:23][C:24]4[N:29]=[C:28]([NH:30][C:31]5[CH:36]=[CH:35][CH:34]=[CH:33][C:32]=5[S:37]([CH:40]([CH3:42])[CH3:41])(=[O:39])=[O:38])[C:27]([Cl:43])=[CH:26][N:25]=4)=[C:15]([O:19][CH:20]([CH3:22])[CH3:21])[CH:16]=3)[C:11]2=[O:44])[CH2:7][NH:6]1)=O.CO.[NH3:47]>>[Cl:43][C:27]1[C:28]([NH:30][C:31]2[CH:36]=[CH:35][CH:34]=[CH:33][C:32]=2[S:37]([CH:40]([CH3:41])[CH3:42])(=[O:39])=[O:38])=[N:29][C:24]([NH:23][C:14]2[CH:13]=[C:12]3[C:17]([CH2:18][N:10]([C@@H:8]4[CH2:7][NH:6][C@H:5]([C:3]([NH2:47])=[O:2])[CH2:9]4)[C:11]3=[O:44])=[CH:16][C:15]=2[O:19][CH:20]([CH3:21])[CH3:22])=[N:25][CH:26]=1. Procedure details: (2S,4S)-4-(6-{5-Chloro-4-[2-(propane-2-sulfonyl)-phenylamino]-pyrimidin-2-ylamino}-5-isopropoxy-1-oxo-1,3-dihydro-isoindol-2-yl)-pyrrolidine-2-carboxylic acid methyl ester generated in Step 1 (20 mg, 0.03 mmol) is dissolved in 7 N ammonia solution in MeOH (3 mL, 21 mmol). The resulting solution is heated using microwave irradiation to 120° C. for 1 h. After cooling to room temperature, the reaction mixture is concentrated in vacuo, neutralized to pH=8 with saturated aqueous NaHCO3, and extracted... As a reaction SMILES: [CH3:1][CH2:2][C@@H:3]([CH:28]([CH3:30])[CH3:29])[CH2:4][CH2:5][C@H:6]([C@@H:8]1[C@@:12]2([CH3:27])[CH2:13][CH2:14][C@@H:15]3[C@@:20]4([CH3:26])[CH2:21][CH2:22][C@H:23]([OH:25])[CH2:24][C:19]4=[CH:18][CH2:17][C@H:16]3[C@@H:11]2[CH2:10][CH2:9]1)[CH3:7].[C:31]([OH:36])(=[O:35])[CH:32]([CH3:34])[OH:33].C1(C)C=CC=CC=1>O>[CH3:1][CH2:2][C@@H:3]([CH:28]([CH3:29])[CH3:30])[CH2:4][CH2:5][C@H:6]([C@@H:8]1[C@@:12]2([CH3:27])[CH2:13][CH2:14][C@@H:15]3[C@@:20]4([CH3:26])[CH2:21][CH2:22][C@H:23]([OH:25])[CH2:24][C:19]4=[CH:18][CH2:17][C@H:16]3[C@@H:11]2[CH2:10][CH2:9]1)[CH3:7].[C:31]([O-:36])(=[O:35])[CH:32]([CH3:34])[OH:33] |f:4.5|. Reactants: CC[C@H](CC[C@@H](C)[C@H]1CC[C@@H]2[C@@]1(CC[C@H]3[C@H]2CC=C4[C@@]3(CC[C@@H](C4)O)C)C)C(C)C (β-sitosterol), C(C(O)C)(=O)O (lactic acid), C1(=CC=CC=C1)C (toluene). Solvent: O (water). Product: CC[C@H](CC[C@@H](C)[C@H]1CC[C@@H]2[C@@]1(CC[C@H]3[C@H]2CC=C4[C@@]3(CC[C@@H](C4)O)C)C)C(C)C.C(C(O)C)(=O)[O-] (β-sitosterol Lactate). Procedure: 200 g β-sitosterol, 250 g lactic acid, and 500 ml toluene were dissolved in a 5 l flask. The mixture was refluxed at 110-115° C. at the same time as water (free water+reaction water) was collected using water separation apparatus, in order to monitor the progress of the reaction. Reaction time was 11.5 h. At this point, 68 ml of water had been collected (free water: 33.8 ml+reaction water 34.2 ml), representing a 77.5% conversion in relation to the starting material. The toluene was evaporated f... Run at time 11.5 hour.